Dataset: the Open Reaction Database (ORD), a public repository of structured organic reaction records. Task: describe an organic reaction: reactants, conditions, products, and yield Starting materials: BrC=1C=C(C(=O)NC=2SC3=C(N2)C(=CC=C3C3OCCOC3)OC)C=CN1 ((+)-2-bromo-N-(7-[1,4]dioxan-2-yl-4-methoxy-benzothiazol-2-yl)-isonicotinamide), C(Cl)(Cl)Cl (CHCl3), C([O-])([O-])=O.[Cs+].[Cs+] (cesium carbonate), Cl.COC1CNC1 (3-methoxy-azetidine hydrochloride). Solvent: CN(C)C=O (DMF). Yields the product O1C(COCC1)C1=CC=C(C=2N=C(SC21)NC(C2=CC(=NC=C2)N2CC(C2)OC)=O)OC ((+)-N-(7-[1,4]Dioxan-2-yl-4-methoxy-benzothiazol-2-yl)-2-(3-methoxy-azetidin-1-yl)-isonicotinamide). RXN SMILES: Br[C:2]1[CH:3]=[C:4]([CH:25]=[CH:26][N:27]=1)[C:5]([NH:7][C:8]1[S:9][C:10]2[C:16]([CH:17]3[CH2:22][O:21][CH2:20][CH2:19][O:18]3)=[CH:15][CH:14]=[C:13]([O:23][CH3:24])[C:11]=2[N:12]=1)=[O:6].C(=O)([O-])[O-].[Cs+].[Cs+].Cl.[CH3:35][O:36][CH:37]1[CH2:40][NH:39][CH2:38]1.C(Cl)(Cl)Cl>CN(C=O)C>[O:18]1[CH2:19][CH2:20][O:21][CH2:22][CH:17]1[C:16]1[C:10]2[S:9][C:8]([NH:7][C:5](=[O:6])[C:4]3[CH:25]=[CH:26][N:27]=[C:2]([N:39]4[CH2:40][CH:37]([O:36][CH3:35])[CH2:38]4)[CH:3]=3)=[N:12][C:11]=2[C:13]([O:23][CH3:24])=[CH:14][CH:15]=1 |f:1.2.3,4.5|. Reported procedure: From (+)-2-bromo-N-(7-[1,4]dioxan-2-yl-4-methoxy-benzothiazol-2-yl)-isonicotinamide with cesium carbonate and 3-methoxy-azetidine hydrochloride in DMF. [α]D20=+42.5° (c=0.44, CHCl3), ES-MS m/e (%): 457 (M+H+, 100).